The task is: describe an organic reaction: reactants, conditions, products, and yield. This data is from the Open Reaction Database (ORD), a public repository of structured organic reaction records. Reactants: [N+](#[C-])CC(=O)OCC (Ethyl 2-isocyanoacetate), O (water), C1CCC2=NCCCN2CC1 (DBU), C(CCCCCC)(=O)Cl (heptanoyl chloride). The solvent is CN(C)C=O (DMF), 1. Run at temperature 80 celsius, time 6 hour. The product is C(CCCCC)C1=C(N=CO1)C(=O)OCC (Ethyl 5-hexyloxazole-4-carboxylate), oil. Yield: 45.0%. As a reaction SMILES: [N+:1]([CH2:3][C:4]([O:6][CH2:7][CH3:8])=[O:5])#[C-:2].C1CCN2C(=NCCC2)CC1.[C:20](Cl)(=[O:27])[CH2:21][CH2:22][CH2:23][CH2:24][CH2:25][CH3:26].O>CN(C=O)C>[CH2:21]([C:20]1[O:27][CH:2]=[N:1][C:3]=1[C:4]([O:6][CH2:7][CH3:8])=[O:5])[CH2:22][CH2:23][CH2:24][CH2:25][CH3:26]. Reported procedure: Ethyl 2-isocyanoacetate (1.0 g, 8.84 mmol) was dissolved in DMF (5 mL) in a 25 mL 1 neck pear shaped flask that was equipped with a magnetic stirrer and an Ar inlet. DBU (1.999 mL, 13.26 mmol) and heptanoyl chloride (1.770 mL, 11.49 mmol) were added and the reaction mixture was stirred at 80° C. for 6 h. The reaction mixture was poured into water (50 mL) and extracted with EtOAc (3×30 mL). The phases were separated and the organic phase was dried over MgSO4 and concentrated in vacuo to a a dark ... Starting materials: FC(S(=O)(=O)N1CCC(CC1)CN1C(C=2N3C(C=CC=C13)=NC2C)=O)(F)F (1,2-dihydro-1-[1-(trifluoromethanesulfonyl)piperidin-4-ylmethyl]-3-methyl-1,4,7b-triazacyclopent[cd]inden-2-one), Cl (HCl). Solvent: CO (methanol). Product: Cl.FC(S(=O)(=O)N1CCC(CC1)CN1C(C=2N3C(C=CC=C13)=NC2C)=O)(F)F (1,2-dihydro-1-[1-(trifluoromethanesulfonyl)piperidin-4-ylmethyl]-3-methyl-1,4,7b-triazacyclopent[cd]inden-2-one.hydrochloride). The yield is 97.6%. RXN SMILES: [F:1][C:2]([F:27])([F:26])[S:3]([N:6]1[CH2:11][CH2:10][CH:9]([CH2:12][N:13]2[C:21]3[N:16]4[C:17](=[N:22][C:23]([CH3:24])=[C:15]4[C:14]2=[O:25])[CH:18]=[CH:19][CH:20]=3)[CH2:8][CH2:7]1)(=[O:5])=[O:4].[ClH:28]>CO>[ClH:28].[F:27][C:2]([F:1])([F:26])[S:3]([N:6]1[CH2:11][CH2:10][CH:9]([CH2:12][N:13]2[C:21]3[N:16]4[C:17](=[N:22][C:23]([CH3:24])=[C:15]4[C:14]2=[O:25])[CH:18]=[CH:19][CH:20]=3)[CH2:8][CH2:7]1)(=[O:4])=[O:5] |f:3.4|. Reported procedure: To a suspension of 494 mg (1.23 mmol) of 1,2-dihydro-1-[1-(trifluoromethanesulfonyl)piperidin-4-ylmethyl]-3-methyl-1,4,7b-triazacyclopent[cd]inden-2-one in 15 ml of methanol was added 0.13 ml of conc. HCl. The solvent was distilled off. The residue was treated with acetone and diethylether to give 526 mg of the desired compound (97.6%, colorless solid). The reactants are O=S(Cl)Cl (SOCl2), NC1=NC(=C(C(=N1)O)SC1=CC=C(C=C1)CO)C (2-Amino-5-(4-(hydroxymethyl)phenylthio)-6-methylpyrimidin-4-ol). Run in C(Cl)Cl (DCM). Reaction conditions: time 24 hour. Yields the product NC1=NC(=C(C(=N1)O)SC1=CC=C(C=C1)CCl)C (2-Amino-5-(4-(chloromethyl)phenylthio)-6-methylpyrimidin-4-ol). RXN SMILES: O=S(Cl)[Cl:3].[NH2:5][C:6]1[N:11]=[C:10]([OH:12])[C:9]([S:13][C:14]2[CH:19]=[CH:18][C:17]([CH2:20]O)=[CH:16][CH:15]=2)=[C:8]([CH3:22])[N:7]=1>C(Cl)Cl>[NH2:5][C:6]1[N:11]=[C:10]([OH:12])[C:9]([S:13][C:14]2[CH:19]=[CH:18][C:17]([CH2:20][Cl:3])=[CH:16][CH:15]=2)=[C:8]([CH3:22])[N:7]=1. Procedure details: SOCl2 (20 ml) was added slowly to a stirred mixture of the product from step (i) (6.7 g) in DCM (50 ml) and stirred at rt for 24 h. The solvent was evaporated under reduced pressure to give the title compound, 8.7 g. Reactants: [Ag+2], CC(C)Br, O=c1[nH]cc(C(F)(F)F)cc1Br, O=C([O-])[O-], CCCCCC. Product: CC(C)Oc1ncc(C(F)(F)F)cc1Br. Reaction SMILES: [Ag+2:27].[Br:1][CH:2]([CH3:3])[CH3:4].[Br:5][c:6]1[c:7](=[O:16])[nH:8][cH:9][c:10]([C:12]([F:13])([F:14])[F:15])[cH:11]1.[C:23](=[O:24])([O-:25])[O-:26].[CH3:17][CH2:18][CH2:19][CH2:20][CH2:21][CH3:22]>>[CH:2]([CH3:3])([CH3:4])[O:16][c:7]1[c:6]([Br:5])[cH:11][c:10]([C:12]([F:13])([F:14])[F:15])[cH:9][n:8]1. Starting materials: C1CCOC1, CC1(C)Cc2c(c(C(=O)O)cc3nc(Nc4c(Cl)cncc4Cl)[nH]c23)O1, Nc1ccc(Cl)cc1, F[B-](F)(F)F, CN(C)C=O, CN(C)C(On1nnc2ccccc21)=[N+](C)C. Reaction SMILES: [CH2:62]1[O:63][CH2:64][CH2:65][CH2:66]1.[Cl:1][c:2]1[cH:3][n:4][cH:5][c:6]([Cl:26])[c:7]1[NH:8][c:9]1[nH:10][c:11]2[c:12]([n:13]1)[cH:14][c:15]([C:23](=[O:24])[OH:25])[c:16]1[c:17]2[CH2:18][C:19]([CH3:21])([CH3:22])[O:20]1.[Cl:54][c:55]1[cH:56][cH:57][c:58]([NH2:59])[cH:60][cH:61]1.[F:27][B-:28]([F:29])([F:30])[F:31].[O:49]=[CH:50][N:51]([CH3:52])[CH3:53].[n:32]1([O:33][C:34]([N:35]([CH3:36])[CH3:37])=[N+:38]([CH3:39])[CH3:40])[c:41]2[cH:42][cH:43][cH:44][cH:45][c:46]2[n:47][n:48]1>>[Cl:1][c:2]1[cH:3][n:4][cH:5][c:6]([Cl:26])[c:7]1[NH:8][c:9]1[nH:10][c:11]2[c:12]([n:13]1)[cH:14][c:15]([C:23](=[O:24])[NH:59][c:58]1[cH:57][cH:56][c:55]([Cl:54])[cH:61][cH:60]1)[c:16]1[c:17]2[CH2:18][C:19]([CH3:21])([CH3:22])[O:20]1. Product: CC1(C)Cc2c(c(C(=O)Nc3ccc(Cl)cc3)cc3nc(Nc4c(Cl)cncc4Cl)[nH]c23)O1.